From a dataset of the Open Reaction Database (ORD), a public repository of structured organic reaction records. describe an organic reaction: reactants, conditions, products, and yield Run in CO (methanol). The reactants are stainless steel, [H][H] (hydrogen), [Br-].C[N+]1(CCCC2=C(C=C(C(=C12)O)CCC)N=NC1=CC=CC=C1)C (N,N-dimethyl-1,2,3,4-tetrahydro-5-phenylazo-7-propyl-8-hydroxyquinolinium bromide), O (water). Reported procedure: One introduces into a stainless steel autoclave 15.75 g of N,N-dimethyl-1,2,3,4-tetrahydro-5-phenylazo-7-propyl-8-hydroxyquinolinium bromide (i.e. 0.05 mole) with 170 ml of water and 17 ml of methanol, and one adds 3 g of 5% palladium on charcoal. One hydrogenates under a 3 kg/cm2 to 5 kg/cm2 hydrogen pressure. After cooling, one filters off the catalyst, evaporates the filtrate, and redissolves the residue in ether so as to remove the aniline. One recrystallizes in acetonitrile and one washes a... Product: [Br-].C[N+]1(CCCC2=C(C=C(C(=C12)O)CCC)N)C (N,N-dimethyl-1,2,3,4-tetrahydro-5-amino-7-propyl-8-hydroxyquinolinium bromide). The reagents and catalysts are [Pd] (palladium on charcoal). RXN SMILES: [Br-:1].[CH3:2][N+:3]1([CH3:25])[C:12]2[C:7](=[C:8]([N:17]=NC3C=CC=CC=3)[CH:9]=[C:10]([CH2:14][CH2:15][CH3:16])[C:11]=2[OH:13])[CH2:6][CH2:5][CH2:4]1.O.[H][H]>[Pd].CO>[Br-:1].[CH3:25][N+:3]1([CH3:2])[C:12]2[C:7](=[C:8]([NH2:17])[CH:9]=[C:10]([CH2:14][CH2:15][CH3:16])[C:11]=2[OH:13])[CH2:6][CH2:5][CH2:4]1 |f:0.1,6.7|. Starting materials: C1COCCOCCOCCOCCOCCO1 (18-crown-6), N1=CC=CC2=CC=CC=C12 (quinoline), [F-].[K+] (KF), FC1=C(C=O)C=CC=C1 (2-fluorobenzaldehyde), FC(S(=O)(=O)OC1=C(C=CC=C1)[Si](C)(C)C)(F)F (2-(trimethylsilyl)phenyl trifluoromethane sulfonate), Pet. ether EtOAc. Run in C1CCOC1 (THF). Yields the product FC1=C(C=CC=C1)C1C2=C(N3C(C=CC4=CC=CC=C34)O1)C=CC=C2 (5-(2-fluorophenyl)-5H,6aH-benzo[4,5][1,3]oxazino[3,2-a]quinoline). The yield is 58.0%. RXN SMILES: [N:1]1[C:10]2[C:5](=[CH:6][CH:7]=[CH:8][CH:9]=2)[CH:4]=[CH:3][CH:2]=1.[F:11][C:12]1[CH:19]=[CH:18][CH:17]=[CH:16][C:13]=1[CH:14]=[O:15].FC(F)(F)S(O[C:26]1[CH:31]=[CH:30][CH:29]=[CH:28][C:27]=1[Si](C)(C)C)(=O)=O.[F-].[K+].C1OCCOCCOCCOCCOCCOC1>C1COCC1>[F:11][C:12]1[CH:19]=[CH:18][CH:17]=[CH:16][C:13]=1[CH:14]1[O:15][CH:2]2[CH:3]=[CH:4][C:5]3[C:10]([N:1]2[C:27]2[CH:28]=[CH:29][CH:30]=[CH:31][C:26]1=2)=[CH:9][CH:8]=[CH:7][CH:6]=3 |f:3.4|. Procedure: Following the general procedure, treatment of quinoline (0.064 g, 59 μL, 0.50 mmol) and 2-fluorobenzaldehyde (0.095 g, 79 μL, 0.75 mmol) with 2-(trimethylsilyl)phenyl trifluoromethane sulfonate (0.179 g, 146 μL, 0.60 mmol) in the presence of KF (0.070 g, 1.2 mmol) and 18-crown-6 (0.317 g, 1.2 mmol) in THF (2.0 mL) at −10° C. to room temperature for 12 hrs followed by flash column chromatography (Pet. ether/EtOAc=75/25) of the crude reaction mixture afforded 5-(2-fluorophenyl)-5H,6aH-benzo[4,5][1... Product: CN(CC1(CCOCC1)C1=CC=C(C=C1)OCCCN1CCCC1)CCC1=CC=CC=C1 (methyl-phenethyl-{4-[4-(3-pyrrolidin-1-ylpropoxy)phenyl]tetra-hydropyran-4-ylmethyl}amine). Solvent: C(Cl)Cl (DCM), O (water). Isolated yield 21.1%. Reported procedure: Methyl-{4-[4-(3-pyrrolidin-1-ylpropoxy)phenyl]tetrahydropyran-4-ylmethyl}amine (150 mg, 0.45 mmol) was treated with (2-bromoethyl)benzene (100 mg, 0.54 mmol) and potassium carbonate (187 mg, 1.35 mmol) in a sealed tube under microwave (Smith Personal Synthesiser) (55° C.) for 80 min. The reaction mixture was taken in DCM (10 mL) and water (5 mL). The organic layer was separated and washed twice with water and brine. The combined organic extracts were dried over Na2SO4, filtered, concentrated in ... Reaction SMILES: [CH3:1][NH:2][CH2:3][C:4]1([C:10]2[CH:15]=[CH:14][C:13]([O:16][CH2:17][CH2:18][CH2:19][N:20]3[CH2:24][CH2:23][CH2:22][CH2:21]3)=[CH:12][CH:11]=2)[CH2:9][CH2:8][O:7][CH2:6][CH2:5]1.Br[CH2:26][CH2:27][C:28]1[CH:33]=[CH:32][CH:31]=[CH:30][CH:29]=1.C(=O)([O-])[O-].[K+].[K+]>C(Cl)Cl.O>[CH3:1][N:2]([CH2:26][CH2:27][C:28]1[CH:33]=[CH:32][CH:31]=[CH:30][CH:29]=1)[CH2:3][C:4]1([C:10]2[CH:15]=[CH:14][C:13]([O:16][CH2:17][CH2:18][CH2:19][N:20]3[CH2:24][CH2:23][CH2:22][CH2:21]3)=[CH:12][CH:11]=2)[CH2:9][CH2:8][O:7][CH2:6][CH2:5]1 |f:2.3.4|. Reactants: CNCC1(CCOCC1)C1=CC=C(C=C1)OCCCN1CCCC1 (Methyl-{4-[4-(3-pyrrolidin-1-ylpropoxy)phenyl]tetrahydropyran-4-ylmethyl}amine), BrCCC1=CC=CC=C1 ((2-bromoethyl)benzene), C([O-])([O-])=O.[K+].[K+] (potassium carbonate). Reaction SMILES: [CH2:6]([CH3:7])[c:8]1[n:9][n+:10]([O-:30])[c:11]2[c:12]([n:13]1)[cH:14][c:15]1[c:19]([cH:20]2)[CH2:18][CH:17]([CH2:21][CH2:22][O:23][CH:24]2[CH2:25][CH2:26][CH2:27][CH2:28][O:29]2)[CH2:16]1.[CH3:1][S:2](=[O:3])(=[O:4])[OH:5].[CH3:31][OH:32]>>[CH2:6]([CH3:7])[c:8]1[n:9][n+:10]([O-:30])[c:11]2[c:12]([n:13]1)[cH:14][c:15]1[c:19]([cH:20]2)[CH2:18][CH:17]([CH2:21][CH2:22][OH:23])[CH2:16]1. The reactants are CCc1nc2cc3c(cc2[n+]([O-])n1)CC(CCOC1CCCCO1)C3, CS(=O)(=O)O, CO. The product is CCc1nc2cc3c(cc2[n+]([O-])n1)CC(CCO)C3. Reactants: C1(=CC=CC=C1)S(=O)(=O)CC1=NNC(=N1)C=1OC=CC1 (3-benzenesulfonylmethyl-5-furan-2-yl-1H-[1,2,4]triazole), CC1=NC=CC(=C1)/C=C/C#N ((E)-3-(2-methyl-pyridin-4-yl)-acrylonitrile). The product is O1C(=CC=C1)C1=NN2C(C=C(C=C2N)C2=CC(=NC=C2)C)=N1 (2-Furan-2-yl-7-(2-methyl-pyridin-4-yl)-[1,2,4]triazolo[1,5-a]pyridin-5-ylamine). RXN SMILES: C1(S([CH2:10][C:11]2[N:15]=[C:14]([C:16]3[O:17][CH:18]=[CH:19][CH:20]=3)[NH:13][N:12]=2)(=O)=O)C=CC=CC=1.[CH3:21][C:22]1[CH:27]=[C:26](/[CH:28]=[CH:29]/[C:30]#[N:31])[CH:25]=[CH:24][N:23]=1>>[O:17]1[CH:18]=[CH:19][CH:20]=[C:16]1[C:14]1[N:15]=[C:11]2[CH:10]=[C:28]([C:26]3[CH:25]=[CH:24][N:23]=[C:22]([CH3:21])[CH:27]=3)[CH:29]=[C:30]([NH2:31])[N:12]2[N:13]=1. Reported procedure: The title compound, mp. 100-101° C. and MS (EI) m/e (%): 291 (M+, 100), was prepared in accordance with the general method of example 1 from 3-benzenesulfonylmethyl-5-furan-2-yl-1H-[1,2,4]triazole and (E)-3-(2-methyl-pyridin-4-yl)-acrylonitrile. Starting materials: CCN(CC)CCOc1ccc(N)cc1, CCN1C(=O)N(c2c(Cl)cccc2Cl)Cc2cnc(S(C)(=O)=O)nc21. The product is CCN(CC)CCOc1ccc(Nc2ncc3c(n2)N(CC)C(=O)N(c2c(Cl)cccc2Cl)C3)cc1. As a reaction SMILES: [CH2:26]([CH3:27])[N:28]([CH2:29][CH2:30][O:31][c:32]1[cH:33][cH:34][c:35]([NH2:36])[cH:37][cH:38]1)[CH2:39][CH3:40].[Cl:1][c:2]1[c:3]([N:9]2[C:10](=[O:25])[N:11]([CH2:23][CH3:24])[c:12]3[n:13][c:14]([S:19]([CH3:20])(=[O:21])=[O:22])[n:15][cH:16][c:17]3[CH2:18]2)[c:4]([Cl:8])[cH:5][cH:6][cH:7]1>>[Cl:1][c:2]1[c:3]([N:9]2[C:10](=[O:25])[N:11]([CH2:23][CH3:24])[c:12]3[n:13][c:14]([NH:36][c:35]4[cH:34][cH:33][c:32]([O:31][CH2:30][CH2:29][N:28]([CH2:26][CH3:27])[CH2:39][CH3:40])[cH:38][cH:37]4)[n:15][cH:16][c:17]3[CH2:18]2)[c:4]([Cl:8])[cH:5][cH:6][cH:7]1. Starting materials: CCOc1cc(C(CS(C)(=O)=O)N2C(=O)c3cccc(C#N)c3C2=O)ccc1OC, CO, Cl, [H][H], O. The product is CCOc1cc(C(CS(C)(=O)=O)N2C(=O)c3cccc(CN)c3C2=O)ccc1OC, Cl. RXN SMILES: [C:1](#[N:2])[c:3]1[c:4]2[c:8]([cH:9][cH:10][cH:11]1)[C:7](=[O:12])[N:6]([CH:13]([CH2:14][S:15](=[O:16])(=[O:17])[CH3:18])[c:19]1[cH:20][c:21]([O:27][CH2:28][CH3:29])[c:22]([O:25][CH3:26])[cH:23][cH:24]1)[C:5]2=[O:30].[CH3:35][OH:36].[ClH:34].[H:31][H:32].[OH2:33]>>[CH2:1]([NH2:2])[c:3]1[c:4]2[c:8]([cH:9][cH:10][cH:11]1)[C:7](=[O:12])[N:6]([CH:13]([CH2:14][S:15](=[O:16])(=[O:17])[CH3:18])[c:19]1[cH:20][c:21]([O:27][CH2:28][CH3:29])[c:22]([O:25][CH3:26])[cH:23][cH:24]1)[C:5]2=[O:30].[ClH:34]. Reactants: CCOC(=O)CCCCBr, Cc1ccnc(N)c1, [Na+], O=C([O-])O. The product is CCOC(=O)CCCCNc1cc(C)ccn1. Reaction SMILES: [Br:1][CH2:2][CH2:3][CH2:4][CH2:5][C:6](=[O:7])[O:8][CH2:9][CH3:10].[NH2:11][c:12]1[n:13][cH:14][cH:15][c:16]([CH3:18])[cH:17]1.[Na+:23].[O-:19][C:20]([OH:21])=[O:22]>>[CH2:2]([CH2:3][CH2:4][CH2:5][C:6](=[O:7])[O:8][CH2:9][CH3:10])[NH:11][c:12]1[n:13][cH:14][cH:15][c:16]([CH3:18])[cH:17]1.